Dataset: the Open Reaction Database (ORD), a public repository of structured organic reaction records. Task: describe an organic reaction: reactants, conditions, products, and yield Starting materials: CC(C)(C)OC(=O)NC1=NC(=O)C(=Cc2ccc3ncccc3n2)S1, Cc1ccccc1. RXN SMILES: [C:1]([O:2][C:3](=[O:4])[NH:7][C:8]1=[N:12][C:11](=[O:13])[C:10](=[CH:14][c:15]2[n:16][c:17]3[cH:18][cH:19][cH:20][n:21][c:22]3[cH:23][cH:24]2)[S:9]1)([CH3:5])([CH3:6])[CH3:25].[CH3:26][c:27]1[cH:28][cH:29][cH:30][cH:31][cH:32]1>>[NH2:7][C:8]1=[N:12][C:11](=[O:13])[C:10](=[CH:14][c:15]2[n:16][c:17]3[cH:18][cH:19][cH:20][n:21][c:22]3[cH:23][cH:24]2)[S:9]1. Yields the product NC1=NC(=O)C(=Cc2ccc3ncccc3n2)S1. Reactants: C1CCCCC1 (cyclohexane), C1(CCCCC1)=O (Cyclohexanone), C1(CCCCC1)=O (cyclohexanone), raw material, C1=CC=CC=C1 (benzene), C1(CCCCC1)=O (cyclohexanone). Reagents/catalysts: [Co] (cobalt). The solvent is C1(CCCCC1)O (cyclohexanol). The product is C1(CCCCC1)=O (cyclohexanone), C1(=CC=CC=C1)O (phenol). As a reaction SMILES: C1C=CC=CC=1.C1CCCCC1.[C:13]1(=[O:19])[CH2:18][CH2:17][CH2:16][CH2:15][CH2:14]1>[Co].C1(O)CCCCC1>[C:13]1(=[O:19])[CH2:18][CH2:17][CH2:16][CH2:15][CH2:14]1.[C:13]1([OH:19])[CH:18]=[CH:17][CH:16]=[CH:15][CH:14]=1. Procedure: The cost of cyclohexanone is mainly subject to the raw material cost of pure benzene. Cyclohexanone is chemically synthesized by oxidation of cyclohexane using a cobalt catalyst, resulting in a mixture of cyclohexanone and cyclohexanol called “KA oil”. Alternatively, cyclohexanone can be produced by partial hydrogenation of phenol. Yields the product Nc1nc(Cl)c(Cl)nc1CO. Reactants: [BH4-], [Cl-], [K+], [Li+], COC(=O)c1nc(Cl)c(Cl)nc1N, C1CCOC1, O. As a reaction SMILES: [BH4-:14].[Cl-:17].[K+:15].[Li+:16].[NH2:1][c:2]1[n:3][c:4]([Cl:13])[c:5]([Cl:12])[n:6][c:7]1[C:8](=[O:9])[O:10][CH3:11].[O:18]1[CH2:19][CH2:20][CH2:21][CH2:22]1.[OH2:23]>>[NH2:1][c:2]1[n:3][c:4]([Cl:13])[c:5]([Cl:12])[n:6][c:7]1[CH2:8][OH:9]. The solvent is CO (methanol). Procedure: 2-{[(2-ethylpyridin-3-yl)methyl]sulfanyl)-6-(trifluoromethyl)pyrimidin-4-ol (218 mg, 694 μmol) was stirred in methanol (30 mL), and a solution of 4 N HCl in dioxane (260 μL, 1.04 mmol) was dropwise added at 0° C. The mixture was stirred for 30 minutes at room temperature. The solvent was removed by evaporation, and the residue was triturated with diethyl ether and dried in vacuo to afford 2-{[(2-ethylpyridin-3-yl)methyl]sulfanyl)-6-(trifluoromethyl)pyrimidin-4-ol hydrochloride (225 mg, 92% yield... Run at time 30 minute. Yield: 92.0%. Reactants: Cl (HCl), O1CCOCC1 (dioxane), C(C)C1=NC=CC=C1CSC1=NC(=CC(=N1)O)C(F)(F)F (2-{[(2-ethylpyridin-3-yl)methyl]sulfanyl)-6-(trifluoromethyl)pyrimidin-4-ol). The product is Cl.C(C)C1=NC=CC=C1CSC1=NC(=CC(=N1)O)C(F)(F)F (2-{[(2-ethylpyridin-3-yl)methyl]sulfanyl)-6-(trifluoromethyl)pyrimidin-4-ol hydrochloride). As a reaction SMILES: [CH2:1]([C:3]1[C:8]([CH2:9][S:10][C:11]2[N:16]=[C:15]([OH:17])[CH:14]=[C:13]([C:18]([F:21])([F:20])[F:19])[N:12]=2)=[CH:7][CH:6]=[CH:5][N:4]=1)[CH3:2].[ClH:22].O1CCOCC1>CO>[ClH:22].[CH2:1]([C:3]1[C:8]([CH2:9][S:10][C:11]2[N:16]=[C:15]([OH:17])[CH:14]=[C:13]([C:18]([F:21])([F:20])[F:19])[N:12]=2)=[CH:7][CH:6]=[CH:5][N:4]=1)[CH3:2] |f:4.5|. Starting materials: C(C)(C)(C)OC([C@H](CNC(C1=CC=C(C=C1)CCC=1N=C(SC1)N)=O)NS(=O)(=O)C1=CC=CC=C1)=O (4-[2-(2-Aminothiazol-4-yl)ethyl]benzoyl-2(S)-phenylsulfonylamino-β-alanine tert-butyl ester), C(=O)(C(F)(F)F)O (TFA). Solvent: C(Cl)Cl (CH2Cl2). Yields the product NC=1SC=C(N1)CCC1=CC=C(C(=O)NC[C@@H](C(=O)O)NS(=O)(=O)C2=CC=CC=C2)C=C1 (4-[2-(2-Aminothiazol-4-yl)ethyl]benzoyl-2(S)-phenylsulfonylamino-β-alanine). As a reaction SMILES: C([O:5][C:6](=[O:36])[C@@H:7]([NH:26][S:27]([C:30]1[CH:35]=[CH:34][CH:33]=[CH:32][CH:31]=1)(=[O:29])=[O:28])[CH2:8][NH:9][C:10](=[O:25])[C:11]1[CH:16]=[CH:15][C:14]([CH2:17][CH2:18][C:19]2[N:20]=[C:21]([NH2:24])[S:22][CH:23]=2)=[CH:13][CH:12]=1)(C)(C)C.C(O)(C(F)(F)F)=O>C(Cl)Cl>[NH2:24][C:21]1[S:22][CH:23]=[C:19]([CH2:18][CH2:17][C:14]2[CH:13]=[CH:12][C:11]([C:10]([NH:9][CH2:8][C@H:7]([NH:26][S:27]([C:30]3[CH:31]=[CH:32][CH:33]=[CH:34][CH:35]=3)(=[O:29])=[O:28])[C:6]([OH:36])=[O:5])=[O:25])=[CH:16][CH:15]=2)[N:20]=1. Procedure details: Ester 21-5 (200 mg, 0.377 mmol) was dissolved in 2 mL CH2Cl2, and 2 ml TFA was added. After 4 h at RT the mixture was concentrated, azeotroped with toluene, and purified by flash chromatography (silica, 28:10:1:1 EtOAc/EtOH/NH4OH/H2O) providing 21-6 as a white solid. Starting materials: [Na] (sodium), C(C)(C)C=1N(C(=CN1)CC(=O)O)S(=O)(=O)C1=CC=C(C)C=C1 (2-isopropyl-1-tosylimidazol-5-ylacetic acid), C(C(=O)Cl)(=O)Cl (oxalyl chloride). Solvent: C1=CC=CC=C1 (benzene). Conditions: temperature 25 celsius, time 12 hour. The product is C(C)(C)C=1N(C(=CN1)CC(=O)Cl)S(=O)(=O)C1=CC=C(C)C=C1 (2-isopropyl-1-tosylimidazol-5-ylacetyl chloride). As a reaction SMILES: [Na].[CH:2]([C:5]1[N:6]([S:14]([C:17]2[CH:23]=[CH:22][C:20]([CH3:21])=[CH:19][CH:18]=2)(=[O:16])=[O:15])[C:7]([CH2:10][C:11](O)=[O:12])=[CH:8][N:9]=1)([CH3:4])[CH3:3].C(Cl)(=O)C([Cl:27])=O>C1C=CC=CC=1>[CH:2]([C:5]1[N:6]([S:14]([C:17]2[CH:23]=[CH:22][C:20]([CH3:21])=[CH:19][CH:18]=2)(=[O:16])=[O:15])[C:7]([CH2:10][C:11]([Cl:27])=[O:12])=[CH:8][N:9]=1)([CH3:4])[CH3:3] |^1:0|. Procedure: To 200 ml of cold thionyl chloride is added 0.1 mole of 3-isopropylimidazol-5-ylmethanol. After stirring for 1 hour at 25° C. the excess thionyl chloride is evaporated under reduced pressure to give crude 5-chloromethyl-2-isopropylimidazole hydrochloride. To an ice cold solution of 5 mmole of 5-chloromethyl-2-isopropylimidazole hydrochloride in 25 ml of dry dimethylformamide is added a cold solution of powdered sodium cyanide (18 mmole) in 30 ml of dimethylformamide. The mixture is stirred overn... Reactants: CO, CC(C)(C)OC(=O)NC(CC1CCCCC1)C1CO1, [Cl-], [N-]=[N+]=[N-], [NH4+], [Na+]. The product is CC(C)(C)OC(=O)NC(CC1CCCCC1)C(O)CN=[N+]=[N-]. As a reaction SMILES: [CH3:26][OH:27].[CH:1]1([CH2:7][CH:8]([CH:9]2[O:10][CH2:11]2)[NH:12][C:13]([O:14][C:15]([CH3:16])([CH3:17])[CH3:18])=[O:19])[CH2:2][CH2:3][CH2:4][CH2:5][CH2:6]1.[Cl-:24].[N-:21]=[N+:22]=[N-:23].[NH4+:25].[Na+:20]>>[CH:1]1([CH2:7][CH:8]([CH:9]([OH:10])[CH2:11][N:21]=[N+:22]=[N-:23])[NH:12][C:13]([O:14][C:15]([CH3:16])([CH3:17])[CH3:18])=[O:19])[CH2:2][CH2:3][CH2:4][CH2:5][CH2:6]1.